This data is from the Open Reaction Database (ORD), a public repository of structured organic reaction records. The task is: describe an organic reaction: reactants, conditions, products, and yield Reactants: CC(C#CC#CCBr)(C)C (6,6-dimethyl-2,4-heptadiynyl bromide), ICCCC/C=C/C=1C=C(C=CC1)C1=CSC=C1 ((E)-3-[3-(6-iodo-1-hexenyl)phenyl]thiophene), ICCCCCOC=1C=C(C=CC1)C1=CSC=C1 (3-[3-(5-iodopentanoxy)phenyl]thiophene), raw material, BrCC=1C=C(OCC=2C=C(C=CC2)C2=CSC=C2)C=CC1 (3-[3-(3-bromomethylphenoxymethyl)phenyl]thiophene), 3-[2-[3-(3-bromomethylphenyl)ethenyl]phenyl]thiophene, BrCC=1C=C(OCC=2SC=C(C2)C2=CSC=C2)C=CC1 (2-(3-bromomethylphenoxymethyl)-4-(3-thienyl)thiophene), CC(C#C/C=C/CBr)(C)C ((E)-6,6-dimethyl-2-hepten-4-ynyl bromide). The product is COC(C(CC1=CC(=CC=C1)OCC1=CC(=CC=C1)C1=CSC=C1)C\C=C\C#CC(C)(C)C)=O ((E)-2-(6,6-dimethyl-2-hepten-4-ynyl)-3-[3-[3-(3-thienyl)phenylmethoxy]phenyl]propionic acid methyl ester). As a reaction SMILES: [CH3:1][C:2]([CH3:10])([CH3:9])[C:3]#[C:4][C:5]#[C:6][CH2:7]Br.BrCC1[CH:14]=[C:15](C=CC=1)[O:16][CH2:17]C1SC=C(C2C=CSC=2)C=1.ICCCCC[O:37]C1C=C(C2C=CSC=2)C=CC=1.ICCCC/C=C/C1C=C(C2C=CSC=2)C=CC=1.CC(C)(C)C#C/C=C/CBr.Br[CH2:78][C:79]1[CH:80]=[C:81]([CH:95]=[CH:96][CH:97]=1)[O:82][CH2:83][C:84]1[CH:85]=[C:86]([C:90]2[CH:94]=[CH:93][S:92][CH:91]=2)[CH:87]=[CH:88][CH:89]=1>>[CH3:17][O:16][C:15](=[O:37])[CH:14]([CH2:7]/[CH:6]=[CH:5]/[C:4]#[C:3][C:2]([CH3:10])([CH3:9])[CH3:1])[CH2:78][C:79]1[CH:97]=[CH:96][CH:95]=[C:81]([O:82][CH2:83][C:84]2[CH:89]=[CH:88][CH:87]=[C:86]([C:90]3[CH:94]=[CH:93][S:92][CH:91]=3)[CH:85]=2)[CH:80]=1. Procedure details: (E,E)-2-(6,6-dimethyl-2-hepten-4-ynyl)-3-[3-[2-[3-(3-thienyl)phenyl]ethenyl]phenyl]propionic acid methyl ester, (E)-2-(6,6-dimethyl-2-hepten-4-ynyl)-3-[3-[4-(3-thienyl)-2-thienylmethoxy]phenyl]propionic acid methyl ester, (E)-2-(6,6-dimethyl-2,4-heptadiynyl)-3-[3-[2-[3-(3-thienyl)phenyl]ethenyl]phenyl]propionic acid methyl ester, (E)-2-(6,6-dimethyl-2-hepten-4-ynyl)-7-[3-(3-thienyl)phenoxy]heptanoic acid methyl ester and (E,E)-2-(6,6-dimethyl-2-hexen-4-ynyl)-8-[3-(3-thienyl)phenyl]-7-octenoic ac... Reactants: NC=1C=C(C=CC1Cl)[C@H]1CC(NC1)=O ((4R)-4-(3-Amino-4-chlorophenyl)pyrrolidin-2-one), N(=O)[O-].[Na+] (Sodium nitrite), Cl (HCl), ice, [I-].[K+] (Potassium iodide), ( 100 ). The solvent is O (water), O (water), CC(C)O.C(Cl)Cl (IPA DCM). Conditions: time 30 minute. The product is ClC1=C(C=C(C=C1)[C@H]1CC(NC1)=O)I ((4R)-4-(4-chloro-3-iodophenyl)pyrrolidin-2-one). Isolated yield 113.6%. As a reaction SMILES: N[C:2]1[CH:3]=[C:4]([C@@H:9]2[CH2:13][NH:12][C:11](=[O:14])[CH2:10]2)[CH:5]=[CH:6][C:7]=1[Cl:8].Cl.N([O-])=O.[Na+].[I-:20].[K+]>O.CC(O)C.C(Cl)Cl>[Cl:8][C:7]1[CH:6]=[CH:5][C:4]([C@@H:9]2[CH2:13][NH:12][C:11](=[O:14])[CH2:10]2)=[CH:3][C:2]=1[I:20] |f:2.3,4.5,7.8|. Reported procedure: To (4R)-4-(3-Amino-4-chlorophenyl)pyrrolidin-2-one (10 g, 47.62 mmol) was added a mixture of 12N HCl (30 mL) and ice cold water (20 mL) and cooled in ice. Sodium nitrite (3.7 g, 52.4 mmol) in 20 mL water was added dropwise. The mixture was stirred for 30 minutes. Potassium iodide (67.5 g, 404.8 mmol) in 100 mL of water was added dropwise at 0° C. The mixture was stirred for 1 h at 0° C. and then for 45 min at room temperature. One-hundred (100) mL of 20% IPA/DCM was added. The organic phase was ... Reactants: COC(=O)C(N)CCCCN(C)C, Cl, CC(NC(=O)Cc1cc(F)cc(F)c1)C(=O)O. Yields the product COC(=O)C(CCCCN(C)C)NC(=O)C(C)NC(=O)Cc1cc(F)cc(F)c1. RXN SMILES: [CH3:19][O:20][C:21]([CH:22]([NH2:23])[CH2:24][CH2:25][CH2:26][CH2:27][N:28]([CH3:29])[CH3:30])=[O:31].[ClH:18].[F:1][c:2]1[cH:3][c:4]([CH2:9][C:10](=[O:11])[NH:12][CH:13]([CH3:14])[C:15](=[O:16])[OH:17])[cH:5][c:6]([F:8])[cH:7]1>>[F:1][c:2]1[cH:3][c:4]([CH2:9][C:10](=[O:11])[NH:12][CH:13]([CH3:14])[C:15](=[O:17])[NH:23][CH:22]([C:21]([O:20][CH3:19])=[O:31])[CH2:24][CH2:25][CH2:26][CH2:27][N:28]([CH3:29])[CH3:30])[cH:5][c:6]([F:8])[cH:7]1. Starting materials: CC[N+](CC)(CC)Cc1ccccc1, ClCCl, Cc1ccc2c(c1)CCC(=O)N2, [Cl-], [Na+], [OH-], O, CCOS(=O)(=O)OCC. Product: CCN1C(=O)CCc2cc(C)ccc21. RXN SMILES: [CH2:25]([N+:26]([CH2:27][CH3:28])([CH2:29][CH3:30])[CH2:31][CH3:32])[c:33]1[cH:34][cH:35][cH:36][cH:37][cH:38]1.[CH2:40]([Cl:41])[Cl:42].[CH3:3][c:4]1[cH:5][c:6]2[c:11]([cH:12][cH:13]1)[NH:10][C:9](=[O:14])[CH2:8][CH2:7]2.[Cl-:24].[Na+:2].[OH-:1].[OH2:39].[S:15]([O:16][CH2:17][CH3:18])([O:21][CH2:19][CH3:20])(=[O:22])=[O:23]>>[CH3:3][c:4]1[cH:5][c:6]2[c:11]([cH:12][cH:13]1)[N:10]([CH2:19][CH3:20])[C:9](=[O:14])[CH2:8][CH2:7]2. Reactants: COc1c(Br)cc([N+](=O)[O-])c(O)c1OC, CCCCCCC(C)O, CCOC(=O)N=NC(=O)OCC, c1ccc(P(c2ccccc2)c2ccccc2)cc1. The product is CCCCCCC(C)Oc1c([N+](=O)[O-])cc(Br)c(OC)c1OC. As a reaction SMILES: [Br:1][c:2]1[c:3]([O:14][CH3:15])[c:4]([O:12][CH3:13])[c:5]([OH:11])[c:6]([N+:8](=[O:9])[O-:10])[cH:7]1.[CH3:16][CH:17]([CH2:18][CH2:19][CH2:20][CH2:21][CH2:22][CH3:23])[OH:24].[O:25]=[C:26]([O:27][CH2:28][CH3:29])[N:30]=[N:31][C:32]([O:33][CH2:34][CH3:35])=[O:36].[c:37]1([P:38]([c:39]2[cH:40][cH:41][cH:42][cH:43][cH:44]2)[c:45]2[cH:46][cH:47][cH:48][cH:49][cH:50]2)[cH:51][cH:52][cH:53][cH:54][cH:55]1>>[Br:1][c:2]1[c:3]([O:14][CH3:15])[c:4]([O:12][CH3:13])[c:5]([O:11][CH:17]([CH3:16])[CH2:18][CH2:19][CH2:20][CH2:21][CH2:22][CH3:23])[c:6]([N+:8](=[O:9])[O-:10])[cH:7]1.